From a dataset of the Open Reaction Database (ORD), a public repository of structured organic reaction records. describe an organic reaction: reactants, conditions, products, and yield The reactants are CC(=O)C1(c2ccc(Cl)c(Cl)c2)CCC1, [BH3-]C#N, CC(=O)[O-], CO, [NH4+], O. Product: CC(N)C1(c2ccc(Cl)c(Cl)c2)CCC1. As a reaction SMILES: [C:1]([CH3:2])(=[O:3])[C:4]1([c:8]2[cH:9][c:10]([Cl:15])[c:11]([Cl:14])[cH:12][cH:13]2)[CH2:5][CH2:6][CH2:7]1.[C:21](#[N:22])[BH3-:23].[CH3:17][C:18](=[O:19])[O-:20].[CH3:24][OH:25].[NH4+:16].[OH2:26]>>[CH:1]([CH3:2])([C:4]1([c:8]2[cH:9][c:10]([Cl:15])[c:11]([Cl:14])[cH:12][cH:13]2)[CH2:5][CH2:6][CH2:7]1)[NH2:22]. The reactants are Cl (HCl), FC1=CC=C(C=C1)C1=NC2=C(N1)C=CC(=C2)[C@H]2CN(CCO2)C(=O)OC(C)(C)C ((S)-tert-Butyl 2-(2-(4-fluorophenyl)-1H-benzo[d]imidazol-5-yl)morpholine-4-carboxylate), CCOCC (ether). The solvent is O1CCOCC1 (dioxane), O1CCOCC1 (dioxane). Run at temperature 60 celsius, time 3 hour. The product is Cl.FC1=CC=C(C=C1)C1=NC2=C(N1)C=CC(=C2)[C@H]2CNCCO2 ((S)-2-(2-(4-fluorophenyl)-1H-benzo[d]imidazol-5-yl)morpholine hydrochloride). Yield: 76.0%. As a reaction SMILES: [F:1][C:2]1[CH:7]=[CH:6][C:5]([C:8]2[NH:12][C:11]3[CH:13]=[CH:14][C:15]([C@@H:17]4[O:22][CH2:21][CH2:20][N:19](C(OC(C)(C)C)=O)[CH2:18]4)=[CH:16][C:10]=3[N:9]=2)=[CH:4][CH:3]=1.[ClH:30].CCOCC>O1CCOCC1>[ClH:30].[F:1][C:2]1[CH:7]=[CH:6][C:5]([C:8]2[NH:12][C:11]3[CH:13]=[CH:14][C:15]([C@@H:17]4[O:22][CH2:21][CH2:20][NH:19][CH2:18]4)=[CH:16][C:10]=3[N:9]=2)=[CH:4][CH:3]=1 |f:4.5|. Reported procedure: (S)-tert-Butyl 2-(2-(4-fluorophenyl)-1H-benzo[d]imidazol-5-yl)morpholine-4-carboxylate (88 mg, 0.22 mmol) was dissolved in dioxane (1 ml) and a solution of HCl in dioxane (4M, 0.66 ml, 2.66 mmol) was added. The reaction mixture was stirred for 3 h at 60° C. After cooling ether (2 ml) was added and the solid was filtered off. It was washed with ether and dried in vacuo to afford (S)-2-(2-(4-fluorophenyl)-1H-benzo[d]imidazol-5-yl)morpholine hydrochloride (56 mg, 76%) as an off-white solid. MS (ISP...